This data is from the Open Reaction Database (ORD), a public repository of structured organic reaction records. The task is: describe an organic reaction: reactants, conditions, products, and yield Reactants: CC(CNC(C)(C)C)(C)N (1,1-dimethyl-2-t-butylaminoethylamin), C(Cl)(Cl)Cl (chloroform), CC(=O)CC(C)C (methylisobutylketon), [OH-].[Na+] (NaOH). Product: C(C)(C)(C)N1C(C(NC(C1)(C)C)(C)CC(C)C)=O (1-t-Butyl-3-isobutyl-3,5,5-trimethyl-piperazin-2-on). RXN SMILES: [CH3:1][C:2]([NH2:10])([CH3:9])[CH2:3][NH:4][C:5]([CH3:8])([CH3:7])[CH3:6].[CH3:11][C:12]([CH2:14][CH:15]([CH3:17])[CH3:16])=O.[OH-:18].[Na+].[CH:20](Cl)(Cl)Cl>>[C:5]([N:4]1[CH2:3][C:2]([CH3:9])([CH3:1])[NH:10][C:12]([CH2:14][CH:15]([CH3:17])[CH3:16])([CH3:20])[C:11]1=[O:18])([CH3:8])([CH3:7])[CH3:6] |f:2.3|. Procedure: In analogy to Example B21, 1,1-dimethyl-2-t-butylaminoethylamin, methylisobutylketon, chloroform and NaOH are reacted to give the title compound as a colorless oil. RXN SMILES: [CH2:1]([CH3:2])[O:3][C:4]([CH2:5][CH:6]1[CH2:7][CH2:8][N:9]([c:12]2[n:13][cH:14][c:15]([N+:18]([O-:19])=[O:20])[cH:16][cH:17]2)[CH2:10][CH2:11]1)=[O:21].[CH2:24]1[O:25][CH2:26][CH2:27][CH2:28]1.[H:22][H:23]>>[CH2:1]([CH3:2])[O:3][C:4]([CH2:5][CH:6]1[CH2:7][CH2:8][N:9]([c:12]2[n:13][cH:14][c:15]([NH2:18])[cH:16][cH:17]2)[CH2:10][CH2:11]1)=[O:21]. Yields the product CCOC(=O)CC1CCN(c2ccc(N)cn2)CC1. Reactants: CCOC(=O)CC1CCN(c2ccc([N+](=O)[O-])cn2)CC1, C1CCOC1, [H][H]. The reactants are [C@@H]1([C@H](O)[C@H](O)[C@@H](CO)O1)N1C=NC=2C(N)=NC=NC12 (adenosine), C(C1=CC=CC=C1)(=O)Cl (benzoyl chloride), CO (MeOH). Run in N1=CC=CC=C1 (pyridine). Conditions: time 20 hour. Yields the product C(C1=CC=CC=C1)(=O)N(C=1C=2N=CN([C@H]3[C@](O)([C@](O)([C@@H](COC(C4=CC=CC=C4)=O)O3)C(C3=CC=CC=C3)=O)C(C3=CC=CC=C3)=O)C2N=CN1)C(C1=CC=CC=C1)=O (N6,N6,2',3',5'-O-Pentabenzoyladenosine). Reaction SMILES: [C@@H:1]1([N:10]2[C:19]3[N:18]=[CH:17][N:16]=[C:14]([NH2:15])[C:13]=3[N:12]=[CH:11]2)[O:9][C@H:6]([CH2:7][OH:8])[C@@H:4]([OH:5])[C@H:2]1[OH:3].[C:20](Cl)(=[O:27])[C:21]1[CH:26]=[CH:25][CH:24]=[CH:23][CH:22]=1.[CH3:29][OH:30]>N1C=CC=CC=1>[C:20]([N:15]([C:20](=[O:27])[C:21]1[CH:26]=[CH:25][CH:24]=[CH:23][CH:22]=1)[C:14]1[C:13]2[N:12]=[CH:11][N:10]([C:19]=2[N:18]=[CH:17][N:16]=1)[C@@H:1]1[O:9][C@H:6]([CH2:7][O:8][C:29](=[O:30])[C:21]2[CH:26]=[CH:25][CH:24]=[CH:23][CH:22]=2)[C@@:4]([C:20](=[O:27])[C:21]2[CH:26]=[CH:25][CH:24]=[CH:23][CH:22]=2)([OH:5])[C@@:2]1([C:20](=[O:27])[C:21]1[CH:26]=[CH:25][CH:24]=[CH:23][CH:22]=1)[OH:3])(=[O:27])[C:21]1[CH:26]=[CH:25][CH:24]=[CH:23][CH:22]=1. Reported procedure: To a suspension of 5.34 g (20 mmole) adenosine (Sigma, dried at 80° C./10-3Torr for 24 h) in 100 ml dry pyridine, 33.74 g (240 mmole) benzoyl chloride was added dropwise. After 20 h stirring at room temperature ("r.t.") the mixture was treated with 16 ml dry MeOH and then extracted with CHCl3 (3×250 ml). The organic phase was washed with water (3×250 ml), dried over Na2SO4, and evaporated to dryness. Final coevaporation was performed with toluene. The residue was dissolved in CHCl3 /MeOH 2/1 by ... Starting materials: COC1=CC2=C(C(=CO2)CCOC2=C3C=C(NC3=CC=C2)C(=O)O)C=C1 (4-[2-(6-methoxy-benzofuran-3-yl)-ethoxy]-1H-indole-2-carboxylic acid), NC1CCC(CC1)(O)CCN1C[C@@H]([C@H](CC1)O)C ((3S,4S)-1-[2-(4-Amino-1-hydroxy-cyclohexyl)-ethyl]-3-methyl-piperidin-4-ol). Product: OC1(CCC(CC1)NC(=O)C=1NC2=CC=CC(=C2C1)OCCC1=COC2=C1C=CC(=C2)OC)CCN2C[C@@H]([C@H](CC2)O)C (4-[2-(6-Methoxy-benzofuran-3-yl)-ethoxy]-1H-indole-2-carboxylic acid {4-hydroxy-4-[2-((3S,4S)-4-hydroxy-3-methyl-piperidin-1-yl)-ethyl]-cyclohexyl}-amide). Reaction SMILES: [CH3:1][O:2][C:3]1[CH:26]=[CH:25][C:6]2[C:7]([CH2:10][CH2:11][O:12][C:13]3[CH:21]=[CH:20][CH:19]=[C:18]4[C:14]=3[CH:15]=[C:16]([C:22]([OH:24])=O)[NH:17]4)=[CH:8][O:9][C:5]=2[CH:4]=1.[NH2:27][CH:28]1[CH2:33][CH2:32][C:31]([CH2:35][CH2:36][N:37]2[CH2:42][CH2:41][C@H:40]([OH:43])[C@@H:39]([CH3:44])[CH2:38]2)([OH:34])[CH2:30][CH2:29]1>>[OH:34][C:31]1([CH2:35][CH2:36][N:37]2[CH2:42][CH2:41][C@H:40]([OH:43])[C@@H:39]([CH3:44])[CH2:38]2)[CH2:32][CH2:33][CH:28]([NH:27][C:22]([C:16]2[NH:17][C:18]3[C:14]([CH:15]=2)=[C:13]([O:12][CH2:11][CH2:10][C:7]2[C:6]4[CH:25]=[CH:26][C:3]([O:2][CH3:1])=[CH:4][C:5]=4[O:9][CH:8]=2)[CH:21]=[CH:20][CH:19]=3)=[O:24])[CH2:29][CH2:30]1. Procedure details: This compound is synthesized analogously to example 1 from 4-[2-(6-methoxy-benzofuran-3-yl)-ethoxy]-1H-indole-2-carboxylic acid 16o and amine 14. The reactants are [Cl-].[Al+3].[Cl-].[Cl-] (aluminum chloride), C(C)(=O)Cl (acetyl chloride), Cl (HCl), C(C)(=O)Cl (acetyl chloride), C1C(CC2=CC=CC=C12)OC(C)=O (acetic acid indan-2-yl ester), ice water. Solvent: C(=S)=S (carbon disulfide). Conditions: temperature 5 celsius, time 3 hour. The product is C(C)(=O)C=1C=C2CC(CC2=CC1)OC(C)=O (acetic acid 5-acetyl-indan-2-yl ester). The yield is 97.0%. RXN SMILES: [Cl-].[Al+3].[Cl-].[Cl-].[CH2:5]1[C:13]2[C:8](=[CH:9][CH:10]=[CH:11][CH:12]=2)[CH2:7][CH:6]1[O:14][C:15](=[O:17])[CH3:16].Cl.[C:19](Cl)(=[O:21])[CH3:20]>C(=S)=S>[C:19]([C:10]1[CH:9]=[C:8]2[C:13](=[CH:12][CH:11]=1)[CH2:5][CH:6]([O:14][C:15](=[O:17])[CH3:16])[CH2:7]2)(=[O:21])[CH3:20] |f:0.1.2.3|. Procedure details: To a mixture at 5-10° C. of aluminum chloride (AlCl3; 30.6 g, 0.229 mol) in carbon disulfide (CS2; 160 mL) was added acetyl chloride (12 mL, 13.2 g, 0.169 mol). To this mixture was added a solution of acetic acid indan-2-yl ester (19.9 g, 0.113 mol, prepared according to the method described in Can. J. Chem. 1967, 45, 1185) in acetyl chloride (12 mL) keeping the temperature below 11° C. The contents were stirred at 5° C. for 3 h and were then carefully added to ice-water (350 mL) containing conc... The reactants are [C-]#N.[K+] (Potassium cyanide), ClC=1SC2=C(N1)C=CC(=C2)NCC (2-chloro-6-ethylaminobenzothiazole), P(=O)([O-])([O-])[O-].[K+].[K+].[K+] (potassium phosphate). Solvent: CS(=O)C (DMSO). Reaction conditions: temperature 120 celsius. The product is C(#N)C=1SC2=C(N1)C=CC(=C2)NCC (2-cyano-6-ethylaminobenzothiazole). RXN SMILES: [C-:1]#[N:2].[K+].Cl[C:5]1[S:6][C:7]2[CH:13]=[C:12]([NH:14][CH2:15][CH3:16])[CH:11]=[CH:10][C:8]=2[N:9]=1.P([O-])([O-])([O-])=O.[K+].[K+].[K+]>CS(C)=O>[C:1]([C:5]1[S:6][C:7]2[CH:13]=[C:12]([NH:14][CH2:15][CH3:16])[CH:11]=[CH:10][C:8]=2[N:9]=1)#[N:2] |f:0.1,3.4.5.6|. Procedure details: Potassium cyanide (18 mg) and 2-chloro-6-ethylaminobenzothiazole (18 mg) were dissolved in 1 ml DMSO and heated to 120° C. for 4 h. After cooling to room temperature, the reaction was poured into 0.2M potassium phosphate, pH 4.5. The aqueous layer was extracted with ethyl acetate three times, washed with water, and dried over sodium sulfate. The solvent was removed by rotary evaporation and the residue purified by silica gel chromatography (20% ethyl acetate in hexanes). 1H-NMR (d6-DMSO): δ 7.85... The solvent is C(C)(C)O (isopropanol). Product: Cl (hydrochloride), ClCCCSC1=C(C(=NC=C1)CSC1=CC=NC=C1)C (4-(3-Chloropropylthio)-3-methyl-2-[(4-pyridinylthio)methyl]pyridine). The reactants are SC1=CC=NC=C1 (4-mercaptopyridine), Cl.ClCC1=NC=CC(=C1C)SCCCCl (2-chloromethyl-4-(3-chloropropylthio)-3-methylpyridine hydrochloride). RXN SMILES: [SH:1][C:2]1[CH:7]=[CH:6][N:5]=[CH:4][CH:3]=1.Cl.[Cl:9][CH2:10][C:11]1[C:16]([CH3:17])=[C:15]([S:18][CH2:19][CH2:20][CH2:21][Cl:22])[CH:14]=[CH:13][N:12]=1>C(O)(C)C>[ClH:9].[Cl:22][CH2:21][CH2:20][CH2:19][S:18][C:15]1[CH:14]=[CH:13][N:12]=[C:11]([CH2:10][S:1][C:2]2[CH:7]=[CH:6][N:5]=[CH:4][CH:3]=2)[C:16]=1[CH3:17] |f:1.2|. Procedure: According to the procedure described in Example A1., reaction of 4-mercaptopyridine with 2-chloromethyl-4-(3-chloropropylthio)-3-methylpyridine hydrochloride in isopropanol gives a hydrochloride of the title compound as a colorless solid. After dissolving in water, a pH of 10 is adjusted, the mixture is extracted 2× with dichloromethane, the organic phases are washed with sodium carbonate solution and dried (magnesium sulfate), the solvent is concentrated on a rotary evaporator and the residue i...